This data is from the Open Reaction Database (ORD), a public repository of structured organic reaction records. The task is: describe an organic reaction: reactants, conditions, products, and yield Starting materials: O=C1CCC(=O)N1Br, C=C(Br)CC(C)(OC)C(=O)OC, Br, CC#N, ClCCl, O. Yields the product COC(=O)C(C)(CC(=O)CBr)OC. As a reaction SMILES: [Br:16][N:17]1[C:18](=[O:20])[CH2:21][CH2:22][C:23]1=[O:19].[Br:1][C:2]([CH2:3][C:4]([C:5](=[O:6])[O:7][CH3:8])([CH3:9])[O:10][CH3:11])=[CH2:12].[BrH:24].[CH3:13][C:14]#[N:15].[Cl:25][CH2:26][Cl:27].[OH2:28]>>[C:2]([CH2:3][C:4]([C:5](=[O:6])[O:7][CH3:8])([CH3:9])[O:10][CH3:11])([CH2:12][Br:24])=[O:19]. Starting materials: C(C)(C)(C)OC(CCC1=NC=C(C=C1)C(NC)=O)=O (tert-Butyl-3(5-methylcarbamoyl-pyridin-2-yl)propionate), Cl (hydrogen chloride). The solvent is O1CCOCC1 (dioxane). Conditions: time 8 hour. The product is Cl.CNC(=O)C=1C=CC(=NC1)CCC(=O)O (3(5-methylcarbamoyl-pyridin-2-yl)propionic acid hydrochloride). As a reaction SMILES: C([O:5][C:6](=[O:19])[CH2:7][CH2:8][C:9]1[CH:14]=[CH:13][C:12]([C:15](=[O:18])[NH:16][CH3:17])=[CH:11][N:10]=1)(C)(C)C.[ClH:20]>O1CCOCC1>[ClH:20].[CH3:17][NH:16][C:15]([C:12]1[CH:13]=[CH:14][C:9]([CH2:8][CH2:7][C:6]([OH:19])=[O:5])=[N:10][CH:11]=1)=[O:18] |f:3.4|. Procedure: tert-Butyl-3(5-methylcarbamoyl-pyridin-2-yl)propionate (0.29 g, 1.10 mmol) was dissolved in 10 mL of a 4 N hydrogen chloride solution in dioxane and stirred overnight. Evaporation of the solvent gave 0.27 mg of 3(5-methylcarbamoyl-pyridin-2-yl)propionic acid hydrochloride. LCMS 209 (M+1) The reactants are ClC(=O)OC (methyl chloroformate), CC1=C(C=CC=C1C)CNC=1SCCN1 (((2,3-dimethylphenyl)methyl)-1,3-thiazolin-2-ylamine), [H-].[Na+] (sodium hydride). Run in C1CCOC1 (THF), C1CCOC1 (THF), [Cl-].[Na+].O (brine). Reaction conditions: time 18 hour. Product: methyl 2-(1-aza-2-(2,3-dimethylphenyl)ethylidene)-1,3-thiazolidine-3-carboxylate, CC1=C(C=CC=C1C)CN(C(=O)OC)C=1SCCN1 (N-((2,3-dimethylphenyl)methyl)methoxy-N-(1,3-thiazolin-2-yl)carboxamide). Isolated yield 45.7%. As a reaction SMILES: [CH3:1][C:2]1[C:7]([CH3:8])=[CH:6][CH:5]=[CH:4][C:3]=1[CH2:9][NH:10][C:11]1[S:12][CH2:13][CH2:14][N:15]=1.[H-].[Na+].Cl[C:19]([O:21][CH3:22])=[O:20]>C1COCC1.[Cl-].[Na+].O>[CH3:1][C:2]1[C:7]([CH3:8])=[CH:6][CH:5]=[CH:4][C:3]=1[CH2:9][N:10]([C:11]1[S:12][CH2:13][CH2:14][N:15]=1)[C:19]([O:21][CH3:22])=[O:20] |f:1.2,5.6.7|. Procedure: Under a dry nitrogen atmosphere, a solution of 0.25 gram (0.0011 mole) of ((2,3-dimethylphenyl)methyl)-1,3-thiazolin-2-ylamine dissolved in 10 mL of THF was added to a stirred suspension of 0.08 gram (0.0012 mole) of sodium hydride (60% suspension in oil). The mixture was stirred for 30 minutes, at which time a solution of 0.11 mL (0.0014 mole) of methyl chloroformate in 5 mL of THF was added slowly. The reaction mixture stirred at ambient temperature for about 18 hours. The reaction mixture was... The reactants are ClCCOC1=NNC2=NC=NC(=C21)NC2=CC(=C(C=C2)OC=2C=NC(=CC2)C)Cl (3-(2-chloroethoxy)-N-{3-chloro-4-[(6-methylpyridin-3-yl)oxy]phenyl}-1H-pyrazolo[3,4-d]pyrimidin-4-amine), CN1CCNCC1 (N-methylpiperazine). Product: ClC=1C=C(C=CC1OC=1C=NC(=CC1)C)NC1=C2C(=NC=N1)NN=C2OCCN2CCN(CC2)C (N-{3-chloro-4-[(6-methylpyridin-3-yl)oxy]phenyl}-3-[2-(4-methylpiperazin-1-yl)ethoxy]-1H-pyrazolo[3,4-d]pyrimidin-4-amine). The yield is 42.0%. Reaction SMILES: Cl[CH2:2][CH2:3][O:4][C:5]1[C:13]2[C:8](=[N:9][CH:10]=[N:11][C:12]=2[NH:14][C:15]2[CH:20]=[CH:19][C:18]([O:21][C:22]3[CH:23]=[N:24][C:25]([CH3:28])=[CH:26][CH:27]=3)=[C:17]([Cl:29])[CH:16]=2)[NH:7][N:6]=1.[CH3:30][N:31]1[CH2:36][CH2:35][NH:34][CH2:33][CH2:32]1>>[Cl:29][C:17]1[CH:16]=[C:15]([NH:14][C:12]2[N:11]=[CH:10][N:9]=[C:8]3[NH:7][N:6]=[C:5]([O:4][CH2:3][CH2:2][N:34]4[CH2:35][CH2:36][N:31]([CH3:30])[CH2:32][CH2:33]4)[C:13]=23)[CH:20]=[CH:19][C:18]=1[O:21][C:22]1[CH:23]=[N:24][C:25]([CH3:28])=[CH:26][CH:27]=1. Procedure: The procedure described in Example 23 was repeated using 3-(2-chloroethoxy)-N-{3-chloro-4-[(6-methylpyridin-3-yl)oxy]phenyl}-1H-pyrazolo[3,4-d]pyrimidin-4-amine and N-methylpiperazine to give the title compound in 42% yield; NMR Spectrum: 2.11 (s, 3H), 2.28 (br s, 4H), 2.45 (s, 3H), 2.50 (hidden by DMSO, 4H), 2.80 (t, 2H), 4.44 (t, 2H), 7.20 (d, 1H), 7.26 (br s, 2H), 7.72 (d, 1H), 8.11 (s, 1H), 8.20 (s, 1H), 8.36 (s, 1H), 8.59 (br s, 1H); Mass Spectrum: 495 (MH+). Reactants: C(C)(=O)OC(C(=O)NC=1SC=C(N1)CN1CCC(CC1)OC(C1=CC=CC=C1)C1=CC=CC=C1)(C)C (2-(2-acetoxy-2-methylpropionylamino)-4-[4-(diphenylmethoxy)piperidinomethyl]thiazole), [OH-].[Na+] (sodium hydroxide). The solvent is C(C)O (ethanol). Reaction conditions: temperature 40 celsius, time 6 hour. The product is OC(C(=O)NC=1SC=C(N1)CN1CCC(CC1)OC(C1=CC=CC=C1)C1=CC=CC=C1)(C)C (2-(2-hydroxy-2-methylpropionylamino)-4-[4-(diphenylmethoxy)piperidinomethyl]thiazole). Yield: 64.4%. RXN SMILES: C([O:4][C:5]([CH3:36])([CH3:35])[C:6]([NH:8][C:9]1[S:10][CH:11]=[C:12]([CH2:14][N:15]2[CH2:20][CH2:19][CH:18]([O:21][CH:22]([C:29]3[CH:34]=[CH:33][CH:32]=[CH:31][CH:30]=3)[C:23]3[CH:28]=[CH:27][CH:26]=[CH:25][CH:24]=3)[CH2:17][CH2:16]2)[N:13]=1)=[O:7])(=O)C.[OH-].[Na+]>C(O)C>[OH:4][C:5]([CH3:36])([CH3:35])[C:6]([NH:8][C:9]1[S:10][CH:11]=[C:12]([CH2:14][N:15]2[CH2:16][CH2:17][CH:18]([O:21][CH:22]([C:29]3[CH:34]=[CH:33][CH:32]=[CH:31][CH:30]=3)[C:23]3[CH:24]=[CH:25][CH:26]=[CH:27][CH:28]=3)[CH2:19][CH2:20]2)[N:13]=1)=[O:7] |f:1.2|. Reported procedure: A mixture of 2-(2-acetoxy-2-methylpropionylamino)-4-[4-(diphenylmethoxy)piperidinomethyl]thiazole (1.1 g), 1N sodium hydroxide (2.2 ml) and ethanol (23 ml) was heated at 40° C. with stirring for 6 hours. The reaction mixture was concentrated under reduced pressure and the residue was extracted with a mixture of chloroform and methanol (10:1 V/V). The extract was washed with a saturated aqueous solution of sodium chloride and dried over magnesium sulfate. The solvent was distilled off and the res... Starting materials: Cl (hydrochloric acid), BrC12CC3(CC(CC(C1)C3)(C2)CCCC)CCCC (1-bromo-3,5-di-n-butyl-adamantane), NC(=O)N (urea). Solvent: O (water), O (water). Run at time 10 minute. The product is Cl.NC12CC3(CC(CC(C1)C3)(C2)CCCC)CCCC (1-amino-3,5-di-n-butyl-adamantane hydrochloride). As a reaction SMILES: Br[C:2]12[CH2:11][C:6]3([CH2:12][CH2:13][CH2:14][CH3:15])[CH2:7][CH:8]([CH2:10][C:4]([CH2:16][CH2:17][CH2:18][CH3:19])([CH2:5]3)[CH2:3]1)[CH2:9]2.[NH2:20]C(N)=O.[ClH:24]>O>[ClH:24].[NH2:20][C:2]12[CH2:11][C:6]3([CH2:12][CH2:13][CH2:14][CH3:15])[CH2:7][CH:8]([CH2:10][C:4]([CH2:16][CH2:17][CH2:18][CH3:19])([CH2:5]3)[CH2:3]1)[CH2:9]2 |f:4.5|. Reported procedure: 3.27 grams of 1-bromo-3,5-di-n-butyl-adamantane were warmed with 1.2 grams of urea for 160 minutes at 165° C. The heating was performed in a closed vessel in a thermostatically controlled oil bath. After cooling, the reaction product was suspended in 50 ml. water. The water phase was brought to a pH of about 4 through dropwise addition of concentrated hydrochloric acid. The water phase was then extracted with two 10-ml. portions of ether, and brought to a pH of about 13 by dropwise addition of s... Starting materials: O=C(Cl)c1ccccc1, O=C([O-])O, COc1ccc2c(=O)n(C)c(C3CCCNC3)c(-c3ccccc3)c2c1, CCN(C(C)C)C(C)C, ClCCl, [Na+]. Product: COc1ccc2c(=O)n(C)c(C3CCCN(C(=O)c4ccccc4)C3)c(-c3ccccc3)c2c1. As a reaction SMILES: [C:36]([c:37]1[cH:38][cH:39][cH:40][cH:41][cH:42]1)(=[O:43])[Cl:44].[C:45](=[O:46])([OH:47])[O-:48].[CH3:1][O:2][c:3]1[cH:4][c:5]2[c:6](-[c:21]3[cH:22][cH:23][cH:24][cH:25][cH:26]3)[c:7]([CH:15]3[CH2:16][NH:17][CH2:18][CH2:19][CH2:20]3)[n:8]([CH3:14])[c:9](=[O:13])[c:10]2[cH:11][cH:12]1.[CH:27]([N:28]([CH2:29][CH3:30])[CH:31]([CH3:32])[CH3:33])([CH3:34])[CH3:35].[Cl:50][CH2:51][Cl:52].[Na+:49]>>[CH3:1][O:2][c:3]1[cH:4][c:5]2[c:6](-[c:21]3[cH:22][cH:23][cH:24][cH:25][cH:26]3)[c:7]([CH:15]3[CH2:16][N:17]([C:36]([c:37]4[cH:38][cH:39][cH:40][cH:41][cH:42]4)=[O:43])[CH2:18][CH2:19][CH2:20]3)[n:8]([CH3:14])[c:9](=[O:13])[c:10]2[cH:11][cH:12]1. RXN SMILES: [CH2:1]1[CH2:13][O:12][C:11]2[CH:10]=[CH:9][C:5]([CH2:6][CH2:7][NH2:8])=[CH:4][C:3]=2[O:2]1.Cl[C:15]1[C:16]2[CH:29]=[C:28]([CH2:30][CH3:31])[S:27][C:17]=2[N:18]=[C:19]([C:21]2[CH:26]=[CH:25][CH:24]=[CH:23][N:22]=2)[N:20]=1>>[N:22]1[CH:23]=[CH:24][CH:25]=[CH:26][C:21]=1[C:19]1[N:20]=[C:15]([NH:8][CH2:7][CH2:6][C:5]2[CH:9]=[CH:10][C:11]3[O:12][CH2:13][CH2:1][O:2][C:3]=3[CH:4]=2)[C:16]2[CH:29]=[C:28]([CH2:30][CH3:31])[S:27][C:17]=2[N:18]=1. Reported procedure: With the procedure of Example 1, the reaction of 3,4-ethylenedioxyphenethylamine with 4-chloro-2-(pyridin-2-yl)-6-ethyl-thieno-[2,3-d]-pyrimidine yields 2-(pyridin-2-yl)-4-(3,4-ethylenedioxyphenethylamino)-6-ethyl-thieno-[2,3-d]-pyrimidine. Reactants: C1OC=2C=C(CCN)C=CC2OC1 (3,4-ethylenedioxyphenethylamine), ClC=1C2=C(N=C(N1)C1=NC=CC=C1)SC(=C2)CC (4-chloro-2-(pyridin-2-yl)-6-ethyl-thieno-[2,3-d]-pyrimidine). The product is N1=C(C=CC=C1)C=1N=C(C2=C(N1)SC(=C2)CC)NCCC2=CC1=C(C=C2)OCCO1 (2-(pyridin-2-yl)-4-(3,4-ethylenedioxyphenethylamino)-6-ethyl-thieno-[2,3-d]-pyrimidine).